From a dataset of the Open Reaction Database (ORD), a public repository of structured organic reaction records. describe an organic reaction: reactants, conditions, products, and yield Isolated yield 40.4%. Reaction SMILES: CC(C)([O-])C.[K+].[C:7]([O:13][C:14]([CH3:17])([CH3:16])[CH3:15])(=[O:12])[CH2:8][C:9]([CH3:11])=[O:10].Cl[CH2:19][C:20]1[O:24][C:23]([C:25]([O:27][CH2:28][CH3:29])=[O:26])=[CH:22][CH:21]=1.O>C(O)(C)(C)C>[CH2:28]([O:27][C:25]([C:23]1[O:24][C:20]([CH2:19][CH:8]([C:9](=[O:10])[CH3:11])[C:7]([O:13][C:14]([CH3:17])([CH3:16])[CH3:15])=[O:12])=[CH:21][CH:22]=1)=[O:26])[CH3:29] |f:0.1|. Product: C(C)OC(=O)C1=CC=C(O1)CC(C(=O)OC(C)(C)C)C(C)=O (tert-butyl 2-{5-(ethoxycarbonyl)-2-furylmethyl}-3-oxobutanoate). Reported procedure: A solution of 1.78 g of potassium tert-butoxide in 60 ml of tert-butyl alcohol was stirred together with 3.00 g of tert-butyl acetoacetate at 60° C. for 30 minutes under heating and then cooled to room temperature. 3.40 g of ethyl 5-(chloromethyl)-2-furancarboxylate was added dropwise, and the solution was stirred at room temperature for 16 hours. The reaction solution was poured into water and extracted with ethyl acetate, and the organic layer was washed with saturated aqueous sodium chloride ... Run at time 16 hour. Solvent: C(C)(C)(C)O (tert-butyl alcohol). Starting materials: CC(C)([O-])C.[K+] (potassium tert-butoxide), C(CC(=O)C)(=O)OC(C)(C)C (tert-butyl acetoacetate), O (water), ClCC1=CC=C(O1)C(=O)OCC (ethyl 5-(chloromethyl)-2-furancarboxylate). Reactants: COC(C(C(C(F)(F)F)C1(SCCCS1)C(C)N1C(C=2C(C1=O)=CC=CC2)=O)C)=O (3-[2-(1-phthalimidoethyl)-1,3-dithian-2-yl]-4,4,4-trifluoro-2-methylbutyric acid methyl ester), O.NN (hydrazine hydrate), Cl (HCl). The solvent is C(C)O (ethanol), C(C)O (ethanol). The product is Cl.NC(C)C1(SCCCS1)C(C(C(=O)O)C)C(F)(F)F (3-[2-(1-aminoethyl)-1,3-dithian-2-yl]-4,4,4-trifluoro-2-methylbutyric acid hydrochloride). As a reaction SMILES: C[O:2][C:3](=[O:30])[CH:4]([CH3:29])[CH:5]([C:10]1([CH:16]([N:18]2C(=O)C3=CC=CC=C3C2=O)[CH3:17])[S:15][CH2:14][CH2:13][CH2:12][S:11]1)[C:6]([F:9])([F:8])[F:7].O.NN.[ClH:34]>C(O)C>[ClH:34].[NH2:18][CH:16]([C:10]1([CH:5]([C:6]([F:8])([F:9])[F:7])[CH:4]([CH3:29])[C:3]([OH:30])=[O:2])[S:11][CH2:12][CH2:13][CH2:14][S:15]1)[CH3:17] |f:1.2,5.6|. Procedure: A solution of 1.1 g of the product of Example 5 in 20 ml of ethanol is treated with hydrazine hydrate (2 ml) for 2 hours at reflux. The ethanol is evaporated and the residue treated with 1 N NaOH then extracted with ether. The ether solution is dried and concentrated leaving a residue thatis taken up in 20 ml of ethanol and 10 ml of 6 N HCl and heated at reflux for 1 hour. The solvents are evaporated to give the title compound. The product is C1(CCCCCO1)=O.C1C(=O)OCC(=O)O1 (ε-Caprolactone Glycolide). Reported procedure: A mixture of ε-caprolactone (143 g, 1.254 mole) and glycolide (7.7 g, 0.066 mole) was charged into a predried reactor, equipped for mechanical stirring, under an anhydrous nitrogen atmosphere. To this was added triethanolamine (0.13 g, 8.71×10−4 mole) as the initiator and a catalytic amount of stannous octoate (1.1 ml of a 0.2 M solution in toluene, 2.2×10−4 mole). The system was heated at 40° C. under reduced pressure for at least 10 minutes and then purged with dry nitrogen. The charge was the... Reaction SMILES: [C:1]1(=[O:8])[O:7][CH2:6][CH2:5][CH2:4][CH2:3][CH2:2]1.[CH2:9]1[O:16][C:14](=[O:15])[CH2:13][O:12][C:10]1=[O:11].N(CCO)(CCO)CCO.CCCCC(C([O-])=O)CC.CCCCC(C([O-])=O)CC.[Sn+2]>C1(C)C=CC=CC=1>[C:1]1(=[O:8])[O:7][CH2:6][CH2:5][CH2:4][CH2:3][CH2:2]1.[CH2:9]1[O:16][C:14](=[O:15])[CH2:13][O:12][C:10]1=[O:11] |f:3.4.5,7.8|. Run at temperature 40 celsius, time 6 hour. The solvent is C1(=CC=CC=C1)C (toluene). Starting materials: CCCCC(CC)C(=O)[O-].CCCCC(CC)C(=O)[O-].[Sn+2] (stannous octoate), C1(CCCCCO1)=O (ε-caprolactone), C1C(=O)OCC(=O)O1 (glycolide), solution, N(CCO)(CCO)CCO (triethanolamine). Reactants: [BH4-], O=Cc1ccc(Br)nc1, CCO, [Cl-], [NH4+], [Na+]. Yields the product OCc1ccc(Br)nc1. Reaction SMILES: [BH4-:10].[Br:1][c:2]1[cH:3][cH:4][c:5]([CH:8]=[O:9])[cH:6][n:7]1.[CH3:14][CH2:15][OH:16].[Cl-:12].[NH4+:13].[Na+:11]>>[Br:1][c:2]1[cH:3][cH:4][c:5]([CH2:8][OH:9])[cH:6][n:7]1.